Dataset: the Open Reaction Database (ORD), a public repository of structured organic reaction records. Task: describe an organic reaction: reactants, conditions, products, and yield Starting materials: FC(C=1C=C(C=CC1)CC(=O)O)(F)F (2-(3-(trifluoromethyl)phenyl)acetic acid), C(C)(C)N(C(C)C)CC (N,N diisopropylethylamine), C(C(=O)Cl)(=O)Cl (oxalyl chloride), NC(C(=O)OCC)=NO (ethyl 2-amino-2-(hydroxyimino)acetate). Yields the product FC(C=1C=C(CC2=NC(=NO2)C(=O)OCC)C=CC1)(F)F (ethyl 5-(3-(trifluoromethyl)benzyl)-1,2,4-oxadiazole-3-carboxylate). As a reaction SMILES: [F:1][C:2]([F:14])([F:13])[C:3]1[CH:4]=[C:5]([CH2:9][C:10]([OH:12])=O)[CH:6]=[CH:7][CH:8]=1.C(Cl)(=O)C(Cl)=O.[NH2:21][C:22](=[N:28]O)[C:23]([O:25][CH2:26][CH3:27])=[O:24].C(N(CC)C(C)C)(C)C>ClCCl.N1C=CC=CC=1.CN(C=O)C>[F:13][C:2]([F:1])([F:14])[C:3]1[CH:4]=[C:5]([CH:6]=[CH:7][CH:8]=1)[CH2:9][C:10]1[O:12][N:28]=[C:22]([C:23]([O:25][CH2:26][CH3:27])=[O:24])[N:21]=1. Reported procedure: This compound was prepared according to general method 2 with (step I) 2-(3-(trifluoromethyl)phenyl)acetic acid (0.773 g; 3.78 mmol) and oxalyl chloride (0.352 mL; 4.16 mmol) in dichloromethane (12 mL) with few drops of DMF and (step II) ethyl 2-amino-2-(hydroxyimino)acetate (0.5 g; 3.78 mmol) and N,N diisopropylethylamine (1.05 mL; 6.06 mmol) in dichloromethane (6 mL) and (step III) pyridine (18 mL). The crude material was purified by flash chromatography on silica (eluent 20 to 100% ethyl acet... The solvent is ClCCl (dichloromethane), CN(C)C=O (DMF), N1=CC=CC=C1 (pyridine), ClCCl (dichloromethane). Isolated yield 3.5%. RXN SMILES: [CH3:1][C:2]1[CH:3]=[C:4]([N:9]=[N+]=[N-])[CH:5]=[C:6]([CH3:8])[CH:7]=1.[FH:12]>CCCCCC>[CH3:1][C:2]1[CH:3]=[C:4]([CH:5]=[C:6]([CH3:8])[C:7]=1[F:12])[NH2:9]. Yield: 60.0%. Reported procedure: The 95 ml. hexane solution of 3,5-dimethylphenylazide prepared in Step A above was charged to a rocker bomb and 20 ml. of hydrogen fluoride was added. The reaction mixture was then aged for 10 hours at room temperature with agitation, after which it was cooled, vented, and poured from the bomb, and the bomb rinsed with 40 ml. of water and 40 ml. of dichloromethane. The combined hexane, dichloromethane and hydrogen fluoride were blown down under nitrogen. The resulting residue was combined with t... The reactants are CC=1C=C(C=C(C1)C)N=[N+]=[N-] (3,5-dimethylphenylazide), F (hydrogen fluoride), brown-red oil. Conditions: temperature 0 celsius, time 10 hour. Run in CCCCCC (hexane). Yields the product CC=1C=C(N)C=C(C1F)C (3,5-dimethyl-4-fluoroaniline). The reactants are C(C)(C)(C)OC(=O)N1C[C@H]([C@H](C1)OCCN(CCOC1=CC(=CC=C1)F)C(=O)OC(C)(C)C)CC1=NC(=CC(=C1)C)N(C(=O)OC(C)(C)C)CC1=CC=CC=C1 ((3R,4R)-tert-Butyl-3-((6-(benzyl(tert-butoxycarbonyl)amino)-4-methylpyridin-2-yl)methyl)-4-(2-(tert-butoxycarbonyl(2-(3-fluorophenoxy)ethyl)amino)ethoxy)pyrrolidine-1-carboxylate). Reagents/catalysts: [OH-].[OH-].[Pd+2] (Pd(OH)2/C). Run in CCO (EtOH), CCO (EtOH). Conditions: time 40 hour. Yields the product CC1=CC(=NC(=C1)N)CC2CNCC2OCCNCCOC3=CC(=CC=C3)F (6-(((3S,4S)/(3R,4R)-4-(2-(2-(3-Fluorophenoxy)ethylamino)ethoxy)pyrrolidin-3-yl)methyl)-4-methylpyridin-2-amine). As a reaction SMILES: C(OC([N:8]1[CH2:12][C@H:11]([O:13][CH2:14][CH2:15][N:16](C(OC(C)(C)C)=O)[CH2:17][CH2:18][O:19][C:20]2[CH:25]=[CH:24][CH:23]=[C:22]([F:26])[CH:21]=2)[C@H:10]([CH2:34][C:35]2[CH:40]=[C:39]([CH3:41])[CH:38]=[C:37]([N:42](CC3C=CC=CC=3)C(OC(C)(C)C)=O)[N:36]=2)[CH2:9]1)=O)(C)(C)C>CCO.[OH-].[OH-].[Pd+2]>[CH3:41][C:39]1[CH:38]=[C:37]([NH2:42])[N:36]=[C:35]([CH2:34][CH:10]2[CH:11]([O:13][CH2:14][CH2:15][NH:16][CH2:17][CH2:18][O:19][C:20]3[CH:25]=[CH:24][CH:23]=[C:22]([F:26])[CH:21]=3)[CH2:12][NH:8][CH2:9]2)[CH:40]=1 |f:2.3.4|. Procedure: To a solution of 17a (30 mg, 39 μmol) in EtOH (5.0 mL) was added a 1:1 mixture of EtOH/concentrated HCl (10 mL) and Pd(OH)2/C (20%, 30 mg). The mixture was charged with H2 under the pressure of 500 psi. The reaction mixture was allowed to stir at room temperature for 40 h. The catalyst was removed by filtration through Celite, and the resulting Celite cake was washed with EtOH (4×3 mL) and 2 N HCl (3 mL). The combined filtrates were concentrated to yield inhibitor 2a, a yellow solid, as a hydroc... The reactants are C(C)(C)(C)C1=C(C=CC(=C1)C(C)(C)C)O (2,4-di-tert-butylphenol), Cl (hydrochloric acid), S1CCC(CC1)=O (tetrahydrothiopyran-4-one), C(C)(=O)O (acetic acid). The solvent is C1(=CC=CC=C1)C (toluene). Conditions: time 12 hour. The product is C(C)(C)(C)C1=C(C(=CC(=C1)C(C)(C)C)C=1CCSCC1)O (2,4-di-tert-butyl-6-(3,6-dihydro-2H-thiopyran-4-yl)phenol). Yield: 73.7%. RXN SMILES: [C:1]([C:5]1[CH:10]=[C:9]([C:11]([CH3:14])([CH3:13])[CH3:12])[CH:8]=[CH:7][C:6]=1[OH:15])([CH3:4])([CH3:3])[CH3:2].[S:16]1[CH2:21][CH2:20][C:19](=O)[CH2:18][CH2:17]1.C(O)(=O)C.Cl>C1(C)C=CC=CC=1>[C:1]([C:5]1[CH:10]=[C:9]([C:11]([CH3:14])([CH3:13])[CH3:12])[CH:8]=[C:7]([C:19]2[CH2:20][CH2:21][S:16][CH2:17][CH:18]=2)[C:6]=1[OH:15])([CH3:4])([CH3:3])[CH3:2]. Procedure details: A mixture consisting of 17 g (0.082 mol) of 2,4-di-tert-butylphenol, 4.8 g (0.041 mol) of tetrahydrothiopyran-4-one and 5 ml of acetic acid is melted together and is then saturated, with stirring, with hydrochloric acid gas at 40-45° C. After stirring for 12 hours at room temperature, the reaction mixture is diluted with toluene and washed with water, sodium chloride solution and sodium hydrogencarbonate solution. The organic phase is dried over magnesium sulfate and concentrated on a rotary-eva... Starting materials: COc1cc2nccc(Oc3ccc(NC(=O)Nc4ccccc4)cc3)c2cc1C#N, CS(C)=O, Cl, [Na+], [OH-]. Yields the product COc1cc2nccc(Oc3ccc(NC(=O)Nc4ccccc4)cc3)c2cc1C(N)=O. Reaction SMILES: [C:1](#[N:2])[c:3]1[cH:4][c:5]2[c:6]([O:15][c:16]3[cH:17][cH:18][c:19]([NH:22][C:23](=[O:24])[NH:25][c:26]4[cH:27][cH:28][cH:29][cH:30][cH:31]4)[cH:20][cH:21]3)[cH:7][cH:8][n:9][c:10]2[cH:11][c:12]1[O:13][CH3:14].[CH3:35][S:36]([CH3:37])=[O:38].[ClH:34].[Na+:33].[OH-:32]>>[C:1]([NH2:2])([c:3]1[cH:4][c:5]2[c:6]([O:15][c:16]3[cH:17][cH:18][c:19]([NH:22][C:23](=[O:24])[NH:25][c:26]4[cH:27][cH:28][cH:29][cH:30][cH:31]4)[cH:20][cH:21]3)[cH:7][cH:8][n:9][c:10]2[cH:11][c:12]1[O:13][CH3:14])=[O:32]. Reactants: ClC1=CC(=C(C=C1)NC)[N+](=O)[O-] (4-chloro-1-methylamino-2-nitrobenzene), O.O.C(C(=O)O)(=O)O (oxalic acid dihydrate). Run in C(C)O (ethanol), Cl (hydrochloric acid). Product: ClC=1C=C2NC(C(N(C2=CC1)C)=O)=O (6-Chloro-1-methylquinoxaline-2,3(1H,4H)-dione). Yield: 23.0%. Reaction SMILES: [Cl:1][C:2]1[CH:7]=[CH:6][C:5]([NH:8][CH3:9])=[C:4]([N+:10]([O-])=O)[CH:3]=1.O.O.[C:15]([OH:20])(=O)[C:16](O)=[O:17]>C(O)C.Cl>[Cl:1][C:2]1[CH:3]=[C:4]2[C:5](=[CH:6][CH:7]=1)[N:8]([CH3:9])[C:16](=[O:17])[C:15](=[O:20])[NH:10]2 |f:1.2.3|. Procedure details: A suspension of 4-chloro-1-methylamino-2-nitrobenzene (1.73 g, 9.3 mmol) in 50 ml of ethanol was hydrogenated at room temperature and 2 atm. pressure in the presence of 5% palladium-on-carbon (0.5 g) until the theoretical amount of hydrogen was absorbed. The catalyst was filtered off, and 50 ml of 1N hydrochloric acid was added to the filtrate. The acidic filtrate was evaporated to dryness and the solid residue was refluxed with oxalic acid dihydrate (1.4 g, 11 mmol) in 100 ml of 4M hydrochloric... The reactants are OBO, O=C(c1ccc(Br)cc1F)N1CCCC1CN1CCCC1, CCS(=O)(=O)c1ccccc1. Product: CCS(=O)(=O)c1ccc(-c2ccc(C(=O)N3CCCC3CN3CCCC3)c(F)c2)cc1. As a reaction SMILES: [BH:22]([OH:23])[OH:24].[Br:1][c:2]1[cH:3][c:4]([F:21])[c:5]([C:8](=[O:9])[N:10]2[CH:11]([CH2:15][N:16]3[CH2:17][CH2:18][CH2:19][CH2:20]3)[CH2:12][CH2:13][CH2:14]2)[cH:6][cH:7]1.[CH2:25]([CH3:26])[S:27](=[O:28])(=[O:29])[c:30]1[cH:31][cH:32][cH:33][cH:34][cH:35]1>>[c:2]1(-[c:33]2[cH:32][cH:31][c:30]([S:27]([CH2:25][CH3:26])(=[O:28])=[O:29])[cH:35][cH:34]2)[cH:3][c:4]([F:21])[c:5]([C:8](=[O:9])[N:10]2[CH:11]([CH2:15][N:16]3[CH2:17][CH2:18][CH2:19][CH2:20]3)[CH2:12][CH2:13][CH2:14]2)[cH:6][cH:7]1. The reactants are ClC=1C=CN2C(C(=CC(=C2C1)CC)C(=O)OCC)=O (Ethyl 8-chloro-1-ethyl-4H-quinolizin-4-one-3-carboxylate), product, resultant solution, CC1NCCNC1 (2-methylpiperazine). Run in N1=CC=CC=C1 (pyridine). Conditions: temperature 65 celsius. The product is C(C)C=1C=C(C(N2C=CC(=CC12)N1CC(NCC1)C)=O)C(=O)OCC (Ethyl 1-ethyl-8-(3-methyl-1-piperazinyl)-4H-quinolizin-4-one-3-carboxylate). The yield is 100.5%. Reaction SMILES: Cl[C:2]1[CH:3]=[CH:4][N:5]2[C:10]([CH:11]=1)=[C:9]([CH2:12][CH3:13])[CH:8]=[C:7]([C:14]([O:16][CH2:17][CH3:18])=[O:15])[C:6]2=[O:19].[CH3:20][CH:21]1[CH2:26][NH:25][CH2:24][CH2:23][NH:22]1>N1C=CC=CC=1>[CH2:12]([C:9]1[CH:8]=[C:7]([C:14]([O:16][CH2:17][CH3:18])=[O:15])[C:6](=[O:19])[N:5]2[C:10]=1[CH:11]=[C:2]([N:25]1[CH2:24][CH2:23][NH:22][CH:21]([CH3:20])[CH2:26]1)[CH:3]=[CH:4]2)[CH3:13]. Reported procedure: Ethyl 8-chloro-1-ethyl-4H-quinolizin-4-one-3-carboxylate (558 mg, 2.0 mmol), the product of Step 3 of Example 62, was dissolved in 10 mL of dry pyridine under a nitrogen atmosphere. To the resultant solution was added 600 mg (6.0 mmol) of 2-methylpiperazine and the stirred reaction mixture was heated at 65° C. for 3 hours. The reaction mixture was allowed to cool to ambient temperature and then concentrated in vacuo in order to remove all of the pyridine. The residue was dissolved in 60 mL of me...